This data is from the Open Reaction Database (ORD), a public repository of structured organic reaction records. The task is: describe an organic reaction: reactants, conditions, products, and yield Starting materials: NCCN(CCOC=1C(=NC=CC1)F)CC (N-(2-aminoethyl)-N-ethyl-N-[2-(2-fluoropyridin-3-yloxy)ethyl]amine), IC=1C=C2C=CC(=NC2=CC1)C(=O)OCC (ethyl 6-iodoquinoline-2-carboxylate), C(C)N(CCOC=1C(=NC=CC1)F)CCNC(=O)C1=NC2=CC=C(C=C2N=C1)I (N-[2-[N-ethyl-N-[2-(2-fluoropyridin-3-yloxy)ethyl]amino]ethyl]-6-iodoquinoxaline-2-carboxamide). Product: C(C)N(CCOC=1C(=NC=CC1)F)CCNC(=O)C1=NC2=CC=C(C=C2C=C1)I (N-[2-[N-ethyl-N-[2-(2-fluoropyridin-3-yloxy)ethyl]amino]ethyl]-6-iodoquinoline-2-carboxamide). Yield: 95.2%. RXN SMILES: [NH2:1][CH2:2][CH2:3][N:4]([CH2:15][CH3:16])[CH2:5][CH2:6][O:7][C:8]1[C:9]([F:14])=[N:10][CH:11]=[CH:12][CH:13]=1.[I:17][C:18]1[CH:19]=[C:20]2[C:25](=[CH:26][CH:27]=1)[N:24]=[C:23]([C:28](OCC)=[O:29])[CH:22]=[CH:21]2.C(N(CCNC(C1C=NC2C(=CC=C(I)C=2)N=1)=O)CCOC1C(F)=NC=CC=1)C>>[CH2:15]([N:4]([CH2:3][CH2:2][NH:1][C:28]([C:23]1[CH:22]=[CH:21][C:20]2[C:25](=[CH:26][CH:27]=[C:18]([I:17])[CH:19]=2)[N:24]=1)=[O:29])[CH2:5][CH2:6][O:7][C:8]1[C:9]([F:14])=[N:10][CH:11]=[CH:12][CH:13]=1)[CH3:16]. Procedure details: This compound was prepared, starting from compound 5 (200 mg, 0.88 mmol) and ethyl 6-iodoquinoline-2-carboxylate (66) (203 mg, 0.62 mmol), according to the procedure developed for compound 10. Reaction time under reflux: 12 h; the purification was performed using column chromatography (Al2O3, CH2Cl2/EtOH, 98/2, v/v) to give compound 67 (302 mg, 0.59 mmol) as a brown oil. Yield 96%; Rf (Al2O3, CH2Cl2/EtOH, 98/2, v/v) 0.68; IR (CCl4) ν 1190, 1466, 1522, 1683, 2960 cm−1; 1H NMR (200 MHz, CDCl3) δ 1... Reactants: C(C)C1=CN=C(O1)CCN (2-(5-ethyl-oxazol-2-yl)-ethylamine), NCC(C)O (1-amino-propan-2-ol). Product: CC1=CN=C(O1)CCN (2-(5-Methyl-oxazol-2-yl)-ethylamine). Reaction SMILES: [CH2:1]([C:3]1[O:7][C:6]([CH2:8][CH2:9][NH2:10])=[N:5][CH:4]=1)C.NCC(O)C>>[CH3:1][C:3]1[O:7][C:6]([CH2:8][CH2:9][NH2:10])=[N:5][CH:4]=1. Reported procedure: This compound was made by an analogous procedure to 2-(5-ethyl-oxazol-2-yl)-ethylamine (CA1) by replacing 1-amino-2-butanol (CA1, step 1) with 1-amino-propan-2-ol. Starting materials: CCN(C(C)C)C(C)C (Hunig's base), NCCCO (3-aminopropan-1-ol), BrC1=C(CBr)C=C(C=C1)F (2-bromo-5-fluoro-benzyl bromide). The solvent is C(C)#N (acetonitrile). Conditions: time 12 hour. The product is BrC1=C(C=C(C=C1)F)CNCCCO (3-(((2-bromo-5-fluorophenyl)methyl)amino)propan-1-ol). Reaction SMILES: CCN(C(C)C)C(C)C.[NH2:10][CH2:11][CH2:12][CH2:13][OH:14].[Br:15][C:16]1[CH:23]=[CH:22][C:21]([F:24])=[CH:20][C:17]=1[CH2:18]Br>C(#N)C>[Br:15][C:16]1[CH:23]=[CH:22][C:21]([F:24])=[CH:20][C:17]=1[CH2:18][NH:10][CH2:11][CH2:12][CH2:13][OH:14]. Reported procedure: Hunig's base (1.3 eq) and 3-aminopropan-1-ol (1.3 eq) were added to a solution of 2-bromo-5-fluoro-benzyl bromide (1 eq) in acetonitrile (0.6 M) and the resulting mixture stirred at RT under nitrogen for 12 h. Concentrated in vacuo to give 3-(((2-bromo-5-fluorophenyl)methyl)amino)propan-1-ol as a clear oil. EI-MS m/z 262, 264 (M+H)+ Reactants: CN1CCN(c2ncc(Br)cn2)CC1, O=C([O-])[O-], C1COCCO1, Cl, [K+], [K+], CC1(C)OB(c2ccn3c(-c4ccc([N+](=O)[O-])cc4)cnc3c2)OC1(C)C, O. The product is CN1CCN(c2ncc(-c3ccn4c(-c5ccc([N+](=O)[O-])cc5)cnc4c3)cn2)CC1. Reaction SMILES: [Br:28][c:29]1[cH:30][n:31][c:32]([N:35]2[CH2:36][CH2:37][N:38]([CH3:41])[CH2:39][CH2:40]2)[n:33][cH:34]1.[C:43](=[O:44])([O-:45])[O-:46].[CH2:49]1[O:50][CH2:51][CH2:52][O:53][CH2:54]1.[ClH:42].[K+:47].[K+:48].[N+:1](=[O:2])([O-:3])[c:4]1[cH:5][cH:6][c:7](-[c:10]2[cH:11][n:12][c:13]3[n:14]2[cH:15][cH:16][c:17]([B:19]2[O:20][C:21]([CH3:22])([CH3:23])[C:24]([CH3:25])([CH3:26])[O:27]2)[cH:18]3)[cH:8][cH:9]1.[OH2:55]>>[N+:1](=[O:2])([O-:3])[c:4]1[cH:5][cH:6][c:7](-[c:10]2[cH:11][n:12][c:13]3[n:14]2[cH:15][cH:16][c:17](-[c:29]2[cH:30][n:31][c:32]([N:35]4[CH2:36][CH2:37][N:38]([CH3:41])[CH2:39][CH2:40]4)[n:33][cH:34]2)[cH:18]3)[cH:8][cH:9]1. Reactants: [N+](=O)([O-])C1=CN=C(S1)C1=CC=C(C=C1)N1CCOCC1 (4-(4-(5-nitrothiazol-2-yl)phenyl)morpholine). The reagents and catalysts are [Pd] (Pd/C). Solvent: C(Cl)Cl (CH2Cl2). Run at time 8 hour. The product is O1CCN(CC1)C1=CC=C(C=C1)C=1SC(=CN1)N (2-(4-morpholinophenyl)thiazol-5-amine), solid. Yield: 32.0%. RXN SMILES: [N+:1]([C:4]1[S:8][C:7]([C:9]2[CH:14]=[CH:13][C:12]([N:15]3[CH2:20][CH2:19][O:18][CH2:17][CH2:16]3)=[CH:11][CH:10]=2)=[N:6][CH:5]=1)([O-])=O>C(Cl)Cl.[Pd]>[O:18]1[CH2:19][CH2:20][N:15]([C:12]2[CH:11]=[CH:10][C:9]([C:7]3[S:8][C:4]([NH2:1])=[CH:5][N:6]=3)=[CH:14][CH:13]=2)[CH2:16][CH2:17]1. Reported procedure: To a solution of 4-(4-(5-nitrothiazol-2-yl)phenyl)morpholine (0.70 g, 2.44 mmol) in CH2Cl2 (20 mL) was added Pd/C (70 mg). The reaction mixture was stirred at rt under H2 overnight, and filtered. The filtrate was concentrated in vacuo to give the title compound as an offwhite solid (0.20 g, 32%). The reactants are C(C1=CC=CC=C1)(=O)NN (benzoic acid hydrazide), ClC=1C=CC2=C(C(=NCC(N2)=S)C2=CC=CC=C2)C1 (7-chloro-1,3-dihydro-5-phenyl-2H-1,4-benzodiazepine-2-thione). The solvent is C(C)O (ethanol). Run at temperature 250 celsius. Product: ClC=1C=CC2=C(C(=NCC=3N2C(=NN3)C3=CC=CC=C3)C3=CC=CC=C3)C1 (8-chloro-1,6-diphenyl-4H-s-triazolo[4,3-a]-[1,4]benzodiazepine). As a reaction SMILES: [Cl:1][C:2]1[CH:3]=[CH:4][C:5]2[NH:11][C:10](=S)[CH2:9][N:8]=[C:7]([C:13]3[CH:18]=[CH:17][CH:16]=[CH:15][CH:14]=3)[C:6]=2[CH:19]=1.[C:20]([NH:28][NH2:29])(=O)[C:21]1[CH:26]=[CH:25][CH:24]=[CH:23][CH:22]=1>C(O)C>[Cl:1][C:2]1[CH:3]=[CH:4][C:5]2[N:11]3[C:20]([C:21]4[CH:26]=[CH:25][CH:24]=[CH:23][CH:22]=4)=[N:28][N:29]=[C:10]3[CH2:9][N:8]=[C:7]([C:13]3[CH:18]=[CH:17][CH:16]=[CH:15][CH:14]=3)[C:6]=2[CH:19]=1. Reported procedure: In the manner given in Example 2, 7-chloro-1,3-dihydro-5-phenyl-2H-1,4-benzodiazepine-2-thione was heated in ethanol with benzoic acid hydrazide and the resulting product heated to 250° C. to give 8-chloro-1,6-diphenyl-4H-s-triazolo[4,3-a]-[1,4]benzodiazepine of melting point 193.5°-194.5° C. The reactants are ClC=1C=CC2=C(NC(C3=C(N2C(CCCl)=O)C=CC=C3)=O)C1 (8-chloro-5-(3-chloro-propionyl)-5,10-dihydro-11H-dibenzo[b,e][1,4]diazepin-11-one), CC1NCCCC1 (2-methyl-piperidine). Solvent: C(C)(C)O (isopropanol). The product is ClC=1C=CC2=C(NC(C3=C(N2C(CCN2C(CCCC2)C)=O)C=CC=C3)=O)C1 (8-Chloro-5,10-dihydro-5-[3-(2-methyl-piperidino)-propionyl]-11H-dibenzo[b,e][1,4]diazepin-11one). Reaction SMILES: [Cl:1][C:2]1[CH:3]=[CH:4][C:5]2[N:11]([C:12](=[O:16])[CH2:13][CH2:14]Cl)[C:10]3[CH:17]=[CH:18][CH:19]=[CH:20][C:9]=3[C:8](=[O:21])[NH:7][C:6]=2[CH:22]=1.[CH3:23][CH:24]1[CH2:29][CH2:28][CH2:27][CH2:26][NH:25]1>C(O)(C)C>[Cl:1][C:2]1[CH:3]=[CH:4][C:5]2[N:11]([C:12](=[O:16])[CH2:13][CH2:14][N:25]3[CH2:26][CH2:27][CH2:28][CH2:29][CH:24]3[CH3:23])[C:10]3[CH:17]=[CH:18][CH:19]=[CH:20][C:9]=3[C:8](=[O:21])[NH:7][C:6]=2[CH:22]=1. Reported procedure: 11.5 gm (0.034 mol) of 8-chloro-5-(3-chloro-propionyl)-5,10-dihydro-11H-dibenzo[b,e][1,4]diazepin-11-one (m.p. 235°-237° C.) and 16.2 gm (0.16 mol) of 2-methyl-piperidine were refluxed in 100 ml of isopropanol for 1 hour. The reaction mixture was then evaporated in vacuo, the residue was dissolved in chloroform, the solution was washed with sodium hydroxide, and the organic solvent was distilled off in vacuo. The residue was recrystallized from xylene. Starting materials: COC(=O)c1cc([N+](=O)[O-])ccc1Br, CCOC(C)=O, Cc1ccccc1, OB(O)c1ccc(F)c(F)c1F, [Na+], [Na+], O=C([O-])[O-], O, c1ccc(P(c2ccccc2)(c2ccccc2)[Pd](P(c2ccccc2)(c2ccccc2)c2ccccc2)(P(c2ccccc2)(c2ccccc2)c2ccccc2)P(c2ccccc2)(c2ccccc2)c2ccccc2)cc1. Product: COC(=O)c1cc([N+](=O)[O-])ccc1-c1ccc(F)c(F)c1F. As a reaction SMILES: [Br:13][c:14]1[c:15]([C:16](=[O:17])[O:18][CH3:19])[cH:20][c:21]([N+:24](=[O:25])[O-:26])[cH:22][cH:23]1.[CH3:33][CH2:34][O:35][C:36](=[O:37])[CH3:38].[CH3:39][c:40]1[cH:41][cH:42][cH:43][cH:44][cH:45]1.[F:1][c:2]1[c:3]([B:10]([OH:11])[OH:12])[cH:4][cH:5][c:6]([F:9])[c:7]1[F:8].[Na+:27].[Na+:28].[O-:29][C:30](=[O:31])[O-:32].[OH2:123].[cH:46]1[cH:47][cH:48][c:49]([P:50]([Pd:51]([P:52]([c:53]2[cH:54][cH:55][cH:56][cH:57][cH:58]2)([c:59]2[cH:60][cH:61][cH:62][cH:63][cH:64]2)[c:65]2[cH:66][cH:67][cH:68][cH:69][cH:70]2)([P:71]([c:72]2[cH:73][cH:74][cH:75][cH:76][cH:77]2)([c:78]2[cH:79][cH:80][cH:81][cH:82][cH:83]2)[c:84]2[cH:85][cH:86][cH:87][cH:88][cH:89]2)[P:90]([c:91]2[cH:92][cH:93][cH:94][cH:95][cH:96]2)([c:97]2[cH:98][cH:99][cH:100][cH:101][cH:102]2)[c:103]2[cH:104][cH:105][cH:106][cH:107][cH:108]2)([c:109]2[cH:110][cH:111][cH:112][cH:113][cH:114]2)[c:115]2[cH:116][cH:117][cH:118][cH:119][cH:120]2)[cH:121][cH:122]1>>[F:1][c:2]1[c:3](-[c:14]2[c:15]([C:16](=[O:17])[O:18][CH3:19])[cH:20][c:21]([N+:24](=[O:25])[O-:26])[cH:22][cH:23]2)[cH:4][cH:5][c:6]([F:9])[c:7]1[F:8].